From a dataset of the Open Reaction Database (ORD), a public repository of structured organic reaction records. describe an organic reaction: reactants, conditions, products, and yield Reaction SMILES: [CH2:35]1[O:36][CH2:37][CH2:38][O:39][CH2:40]1.[ClH:34].[n:1]1[c:2]([NH:20][CH:21]2[CH2:22][CH2:23][N:24]([C:27]([O:28][C:29]([CH3:30])([CH3:31])[CH3:32])=[O:33])[CH2:25][CH2:26]2)[n:3][cH:4][c:5]2[c:6]1-[c:7]1[c:8]([n:16][cH:17][cH:18][cH:19]1)[NH:9][c:10]1[c:11]-2[cH:12][cH:13][n:14][cH:15]1>>[n:1]1[c:2]([NH:20][CH:21]2[CH2:22][CH2:23][NH:24][CH2:25][CH2:26]2)[n:3][cH:4][c:5]2[c:6]1-[c:7]1[c:8]([n:16][cH:17][cH:18][cH:19]1)[NH:9][c:10]1[c:11]-2[cH:12][cH:13][n:14][cH:15]1. Starting materials: C1COCCO1, Cl, CC(C)(C)OC(=O)N1CCC(Nc2ncc3c(n2)-c2cccnc2Nc2cnccc2-3)CC1. Yields the product c1cnc2c(c1)-c1nc(NC3CCNCC3)ncc1-c1ccncc1N2. Starting materials: N1=CC=C(C=C1)CC(C#N)(C1=C(C=CC=C1)OC)CC1=CC=NC=C1 (α,α-Bis(4-pyridinylmethyl)- 2-methoxybenzeneacetonitrile), [OH-].[K+] (KOH), saturated solution, C(CO)O (ethylene glycol), [Cl-] (chloride). The solvent is O (water). Product: N1=CC=C(C=C1)CC(C(=O)O)(C1=C(C=CC=C1)OC)CC1=CC=NC=C1 (α,α-bis(4-pyridinylmethyl)-2-methoxybenzeneacetic acid). Yield: 50.0%. Reaction SMILES: [N:1]1[CH:6]=[CH:5][C:4]([CH2:7][C:8]([CH2:19][C:20]2[CH:25]=[CH:24][N:23]=[CH:22][CH:21]=2)([C:11]2[CH:16]=[CH:15][CH:14]=[CH:13][C:12]=2[O:17][CH3:18])[C:9]#N)=[CH:3][CH:2]=1.[OH-:26].[K+].[Cl-].C(O)C[OH:31]>O>[N:1]1[CH:2]=[CH:3][C:4]([CH2:7][C:8]([CH2:19][C:20]2[CH:21]=[CH:22][N:23]=[CH:24][CH:25]=2)([C:11]2[CH:16]=[CH:15][CH:14]=[CH:13][C:12]=2[O:17][CH3:18])[C:9]([OH:31])=[O:26])=[CH:5][CH:6]=1 |f:1.2|. Reported procedure: To a solution of α,α-Bis(4-pyridinylmethyl)- 2-methoxybenzeneacetonitrile (14.36 g, 43.6 nmol) in ethylene glycol (100 ml), was added KOH (40 ml of a saturated solution) and the mixture was heated at 120°-130° under nitrogen for 20 h. The solution was cooled to room temperature, diluted with 200 ml water, and neutralized with aqueous anmonium chloride to about pH 7. The mixture was extracted with chloroform: isopropanol (4:1) until complete by TLC. The ccrbined extraRs were washed with brine, dr... The reactants are FC(C(=O)O)(F)F (Trifluoroacetic acid), ClC=1C=C(C=CC1OC(C)C)C1=NC(=NO1)C1=CC=C2C(=CN(C2=C1)C)CCC(=O)OC(C)(C)C (1,1-dimethylethyl 3-[6-(5-{3-chloro-4-[(1-methylethyl)oxy]phenyl}-1,2,4-oxadiazol-3-yl)-1-methyl-1H-indol-3-yl]propanoate). Run in ClCCl (dichloromethane). Run at time 30 minute. Yields the product ClC=1C=C(C=CC1OC(C)C)C1=NC(=NO1)C1=CC=C2C(=CN(C2=C1)C)CCC(=O)O (3-[6-(5-{3-Chloro-4-[(1-methylethyl)oxy]phenyl}-1,2,4-oxadiazol-3-yl)-1-methyl-1H-indol-3-yl]propanoic acid). Yield: 54.9%. As a reaction SMILES: FC(F)(F)C(O)=O.[Cl:8][C:9]1[CH:10]=[C:11]([C:19]2[O:23][N:22]=[C:21]([C:24]3[CH:32]=[C:31]4[C:27]([C:28]([CH2:34][CH2:35][C:36]([O:38]C(C)(C)C)=[O:37])=[CH:29][N:30]4[CH3:33])=[CH:26][CH:25]=3)[N:20]=2)[CH:12]=[CH:13][C:14]=1[O:15][CH:16]([CH3:18])[CH3:17]>ClCCl>[Cl:8][C:9]1[CH:10]=[C:11]([C:19]2[O:23][N:22]=[C:21]([C:24]3[CH:32]=[C:31]4[C:27]([C:28]([CH2:34][CH2:35][C:36]([OH:38])=[O:37])=[CH:29][N:30]4[CH3:33])=[CH:26][CH:25]=3)[N:20]=2)[CH:12]=[CH:13][C:14]=1[O:15][CH:16]([CH3:18])[CH3:17]. Procedure: Trifluoroacetic acid (0.878 mL) was added to a solution of 1,1-dimethylethyl 3-[6-(5-{3-chloro-4-[(1-methylethyl)oxy]phenyl}-1,2,4-oxadiazol-3-yl)-1-methyl-1H-indol-3-yl]propanoate (D18) (113 mg) in dichloromethane (1.5 mL) at RT. The resulting solution was stirred for 30 min. The reaction mixture was concentrated. The residue was recrystallized from dichloromethane/ether to afford 3-[6-(5-{3-chloro-4-[(1-methylethyl)oxy]phenyl}-1,2,4-oxadiazol-3-yl)-1-methyl-1H-indol-3-yl]propanoic acid (E6) (5... Reactants: O=C([O-])[O-], C1CCN2CCNCC2C1, Cl, [K+], [K+], [Na+], O=[N+]([O-])[O-], O. Yields the product O=NN1CCN2CCCCC2C1. As a reaction SMILES: [C:16](=[O:17])([O-:18])[O-:19].[CH2:1]1[CH:2]2[N:3]([CH2:4][CH2:5][NH:6]1)[CH2:7][CH2:8][CH2:9][CH2:10]2.[ClH:22].[K+:20].[K+:21].[Na+:11].[O-:12][N+:13](=[O:14])[O-:15].[OH2:23]>>[CH2:1]1[CH:2]2[N:3]([CH2:4][CH2:5][N:6]1[N:13]=[O:12])[CH2:7][CH2:8][CH2:9][CH2:10]2.